From a dataset of the Open Reaction Database (ORD), a public repository of structured organic reaction records. describe an organic reaction: reactants, conditions, products, and yield The reactants are BrC1=CC=C(C=C1)OC(F)(F)F (1-bromo-4-(trifluoromethoxy)benzene), BrC=1C=C(C(=O)C2N=CCCN2)C=CC1F (2-(3-bromo-4-fluorobenzoyl)-2,3,4,5-tetrahydropyrimidine), [Mg] (magnesium). Reagents/catalysts: [Cu]I (copper(I) iodide). Run in C(C)(=O)OCC (ethyl acetate), [Cl-].[NH4+] (ammonium chloride), C1CCOC1 (THF), C1CCOC1 (THF), C1CCOC1 (THF). Reaction conditions: temperature 50 celsius, time 1.5 hour. Product: BrC=1C=C(C=CC1F)C(O)(C1=CC=C(C=C1)OC(F)(F)F)C1NC=CCN1 (1-(3-Bromo-4-fluorophenyl)-1-(tetrahydropyrimidin-2-yl)-1-[4-(trifluoromethoxy)phenyl]methanol). Isolated yield 277.6%. RXN SMILES: [Mg].Br[C:3]1[CH:8]=[CH:7][C:6]([O:9][C:10]([F:13])([F:12])[F:11])=[CH:5][CH:4]=1.[Br:14][C:15]1[CH:16]=[C:17]([CH:26]=[CH:27][C:28]=1[F:29])[C:18]([CH:20]1[NH:25][CH2:24][CH2:23][CH:22]=[N:21]1)=[O:19]>C1COCC1.C(OCC)(=O)C.[Cl-].[NH4+].[Cu]I>[Br:14][C:15]1[CH:16]=[C:17]([C:18]([CH:20]2[NH:25][CH2:24][CH:23]=[CH:22][NH:21]2)([C:3]2[CH:8]=[CH:7][C:6]([O:9][C:10]([F:13])([F:12])[F:11])=[CH:5][CH:4]=2)[OH:19])[CH:26]=[CH:27][C:28]=1[F:29] |f:5.6|. Procedure: A mixture of magnesium (2.13 g, 87.7 mmol) in THF at 50° C. is treated dropwise with a solution of 1-bromo-4-(trifluoromethoxy)benzene (21.1 g, 87.7 mmol) in THF over a period of 20 min., stirred at 50° C. for an additional 1.5 h, cooled to room temperature, treated with copper(I) iodide (0.13 g, 0.70 mmol) and a solution of 2-(3-bromo-4-fluorobenzoyl)-2,3,4,5-tetrahydropyrimidine (10.0 g, 14.9 mmol) in THF, heated at 65° C. overnight, cooled to room temperature and diluted with ethyl acetate an... Starting materials: NC=1C=C(SC1)C=1N(C2=CC=CC=C2C1)C(=O)N (2-(4-amino-2-thienyl)-1H-indole-1-carboxamide), CC1=C(OC=C1)C(=O)O (3-methyl-furan-2-carboxylic acid), Cl.CN(CCCN=C=NCC)C (N-(3-dimethylaminopropyl)-N′-ethylcarbodiimide hydrochloride). The reagents and catalysts are CN(C1=CC=NC=C1)C (4-(dimethylamino)pyridine). The solvent is ClCCCl (DCE), C(C)(=O)OCC (ethyl acetate). Conditions: temperature 60 celsius, time 1 hour. The product is CC1=C(OC=C1)C(=O)NC=1C=C(SC1)C=1N(C2=CC=CC=C2C1)C(=O)N (2-{4-[(3-methyl-2-furoyl)amino]-2-thienyl}-1H-indole-1-carboxamide). RXN SMILES: [NH2:1][C:2]1[CH:3]=[C:4]([C:7]2[N:8]([C:16]([NH2:18])=[O:17])[C:9]3[C:14]([CH:15]=2)=[CH:13][CH:12]=[CH:11][CH:10]=3)[S:5][CH:6]=1.[CH3:19][C:20]1[CH:24]=[CH:23][O:22][C:21]=1[C:25](O)=[O:26].Cl.CN(C)CCCN=C=NCC>ClCCCl.CN(C)C1C=CN=CC=1.C(OCC)(=O)C>[CH3:19][C:20]1[CH:24]=[CH:23][O:22][C:21]=1[C:25]([NH:1][C:2]1[CH:3]=[C:4]([C:7]2[N:8]([C:16]([NH2:18])=[O:17])[C:9]3[C:14]([CH:15]=2)=[CH:13][CH:12]=[CH:11][CH:10]=3)[S:5][CH:6]=1)=[O:26] |f:2.3|. Procedure details: To the solution of 2-(4-amino-2-thienyl)-1H-indole-1-carboxamide (51.4 mg, 0.2 mmol, 1 eq) and 3-methyl-furan-2-carboxylic acid (25.2 mg, 1 eq) in anhydrous DCE (2 mL) was added 4-(dimethylamino)pyridine (4.9 mg, 0.2 eq) and N-(3-dimethylaminopropyl)-N′-ethylcarbodiimide hydrochloride (46.1 mg, 1.2 eq). After the reaction was stirred at 60° C. for 1 hour, it was diluted with ethyl acetate, washed sequentially with aqueous ammonium chloride, saturated aqueous sodium bicarbonate, brine, and lastly... The reactants are [OH-].[Na+] (NaOH), C(C1=CC=CC=C1)(=O)NC(=S)NC1=CC(=CC(=C1)Br)Br (1-benzoyl-3-(3,5-dibromo-phenyl)-thiourea). Solvent: O (H2O), C1CCOC1 (THF). Conditions: temperature 70 celsius, time 12 hour. Yields the product BrC=1C=C(C=C(C1)Br)NC(=S)N ((3,5-Dibromo-phenyl)-thiourea). Yield: 95.4%. Reaction SMILES: [OH-].[Na+].C([NH:11][C:12]([NH:14][C:15]1[CH:20]=[C:19]([Br:21])[CH:18]=[C:17]([Br:22])[CH:16]=1)=[S:13])(=O)C1C=CC=CC=1>O.C1COCC1>[Br:21][C:19]1[CH:20]=[C:15]([NH:14][C:12]([NH2:11])=[S:13])[CH:16]=[C:17]([Br:22])[CH:18]=1 |f:0.1|. Procedure: A solution of NaOH (46.30 g, 1.16 mol) dissolved in 480 mL of H2O was added to a solution of 1-benzoyl-3-(3,5-dibromo-phenyl)-thiourea (96.0 g, 0.23 mol) in 1.20 L of THF. The resulting reaction mixture was stirred at 70° C. for 12 hours. THF was distilled off and extracted with ethyl acetate (×3). The combined organic layer was dried over Na2SO4, filtered and distilled off to get the crude residue that was washed with hexane to obtain the desired compound as a grey solid (68 g, 95%). Starting materials: Cl.NCCNC(=O)C=1C=C(C=CC1)S(=O)(=O)N1[C@@H](SCC1)C(=O)O[C@@H](CC1=C(C=[N+](C=C1Cl)[O-])Cl)C1=CC(=C(C=C1)OC(F)F)OCC1CC1 (4-((S)-2-((S)-3-(3-(2-Aminoethylcarbamoyl)phenylsulfonyl)thiazolidine-2-carbonyloxy)-2-(3-(cyclopropylmethoxy)-4-(difluoromethoxy)phenyl)ethyl)-3,5-dichloropyridine 1-oxide hydrochloride), C(=O)C=1C=C(C(=O)O)C=CC1 (3-formylbenzoic acid), C(CCl)Cl (EDC). The reagents and catalysts are CN(C)C=1C=CN=CC1 (DMAP). Run in CN(C)C=O (DMF), O (water). Conditions: time 8 hour. The product is ClC=1C=[N+](C=C(C1C[C@H](OC(=O)[C@@H]1SCCN1S(=O)(=O)C1=CC(=CC=C1)C(NCCNC(C1=CC(=CC=C1)C=O)=O)=O)C1=CC(=C(C=C1)OC(F)F)OCC1CC1)Cl)[O-] (3,5-dichloro-4-((S)-2-(3-(cyclopropylmethoxy)-4-(difluoromethoxy)phenyl)-2-((S)-3-(3-(2-(3-formylbenzamido)ethylcarbamoyl)-phenylsulfonyl)thiazolidine-2-carbonyloxy)ethyl)pyridine 1-oxide). Isolated yield 45.9%. RXN SMILES: Cl.[NH2:2][CH2:3][CH2:4][NH:5][C:6]([C:8]1[CH:9]=[C:10]([S:14]([N:17]2[CH2:21][CH2:20][S:19][C@H:18]2[C:22]([O:24][C@H:25]([C:36]2[CH:41]=[CH:40][C:39]([O:42][CH:43]([F:45])[F:44])=[C:38]([O:46][CH2:47][CH:48]3[CH2:50][CH2:49]3)[CH:37]=2)[CH2:26][C:27]2[C:32]([Cl:33])=[CH:31][N+:30]([O-:34])=[CH:29][C:28]=2[Cl:35])=[O:23])(=[O:16])=[O:15])[CH:11]=[CH:12][CH:13]=1)=[O:7].[CH:51]([C:53]1[CH:54]=[C:55]([CH:59]=[CH:60][CH:61]=1)[C:56](O)=[O:57])=[O:52].C(Cl)CCl>CN(C1C=CN=CC=1)C.CN(C=O)C.O>[Cl:35][C:28]1[CH:29]=[N+:30]([O-:34])[CH:31]=[C:32]([Cl:33])[C:27]=1[CH2:26][C@@H:25]([C:36]1[CH:41]=[CH:40][C:39]([O:42][CH:43]([F:44])[F:45])=[C:38]([O:46][CH2:47][CH:48]2[CH2:50][CH2:49]2)[CH:37]=1)[O:24][C:22]([C@H:18]1[N:17]([S:14]([C:10]2[CH:11]=[CH:12][CH:13]=[C:8]([C:6](=[O:7])[NH:5][CH2:4][CH2:3][NH:2][C:56](=[O:57])[C:55]3[CH:59]=[CH:60][CH:61]=[C:53]([CH:51]=[O:52])[CH:54]=3)[CH:9]=2)(=[O:15])=[O:16])[CH2:21][CH2:20][S:19]1)=[O:23] |f:0.1|. Procedure details: 4-((S)-2-((S)-3-(3-(2-Aminoethylcarbamoyl)phenylsulfonyl)thiazolidine-2-carbonyloxy)-2-(3-(cyclopropylmethoxy)-4-(difluoromethoxy)phenyl)ethyl)-3,5-dichloropyridine 1-oxide hydrochloride (195 mg, 0.244 mmol), 3-formylbenzoic acid (110 mg, 0.733 mmol), DMAP (5.97 mg, 0.049 mmol) and EDC (141 mg, 0.733 mmol) were dissolved in DMF. The reaction was stirred at RT overnight to achieve completion. The reaction mixture was diluted with water, and the precipitate was washed with water, dissolved in DCM ...